This data is from the Open Reaction Database (ORD), a public repository of structured organic reaction records. The task is: describe an organic reaction: reactants, conditions, products, and yield The reactants are FC1=C(C=CC=C1)C1=NC=C(C=C1)[N+](=O)[O-] (2-(2-fluoro-phenyl)-5-nitro-pyridine). The reagents and catalysts are [Pd] (palladium on carbon). The solvent is C(C)O (ethanol). Run at time 3 hour. Yields the product FC1=C(C=CC=C1)C1=CC=C(C=N1)N (6-(2-Fluoro-phenyl)-pyridin-3-ylamine). Reaction SMILES: [F:1][C:2]1[CH:7]=[CH:6][CH:5]=[CH:4][C:3]=1[C:8]1[CH:13]=[CH:12][C:11]([N+:14]([O-])=O)=[CH:10][N:9]=1>[Pd].C(O)C>[F:1][C:2]1[CH:7]=[CH:6][CH:5]=[CH:4][C:3]=1[C:8]1[N:9]=[CH:10][C:11]([NH2:14])=[CH:12][CH:13]=1. Procedure: 50 mg of 10% palladium on carbon were added to a solution of 3.2 g (14.66 mmol) of 2-(2-fluoro-phenyl)-5-nitro-pyridine in 250 ml of ethanol, and the reaction mixture was hydrogenated at atmospheric pressure for 3 h. After filtration, the solution was evaporated. Yield: 2.5 g. Yields the product CCCCCCCCCCCC(=O)Cl. Reaction SMILES: [CH3:1][N:2]([CH3:3])[CH:4]=[O:5].[CH3:6][CH2:7][CH2:8][CH2:9][CH2:10][CH2:11][CH2:12][CH2:13][CH2:14][CH2:15][CH2:16][C:17]([OH:18])=[O:19].[Cl:20][C:21](=[O:22])[Cl:23]>>[CH3:6][CH2:7][CH2:8][CH2:9][CH2:10][CH2:11][CH2:12][CH2:13][CH2:14][CH2:15][CH2:16][C:17](=[O:19])[Cl:20]. The reactants are CN(C)C=O, CCCCCCCCCCCC(=O)O, O=C(Cl)Cl.